This data is from the Open Reaction Database (ORD), a public repository of structured organic reaction records. The task is: describe an organic reaction: reactants, conditions, products, and yield Reactants: BrC1=CC=C(C=C1)NC(C1=C(C=CC(=C1)N)OC)=O (N-(4-bromophenyl)-2-methoxy-5-amino-benzoic acid amide), C(C)(C)(C)OC(=O)NCC=1C=CC(=C(C(=O)O)C1)Cl (5-(tert.butoxycarbonylamino)methyl-2-chloro benzoic acid), CN(C)C(=[N+](C)C)ON1C2=C(C=CC=C2)N=N1.[B-](F)(F)(F)F (TBTU). The solvent is C(Cl)Cl.CCO (DCM EtOH). Yields the product COC1=C(C=C(C=C1)NC(C1=C(C=CC(=C1)CNC(=O)OC(C)(C)C)Cl)=O)C(=O)NC1=CC=C(C=C1)Br (N-[4-Methoxy-3-(4-bromophenyl)aminocarbonyl-phenyl]-2-chloro-5-(tert-butoxycarbonylamino)methyl-benzamide). RXN SMILES: [Br:1][C:2]1[CH:7]=[CH:6][C:5]([NH:8][C:9](=[O:19])[C:10]2[CH:15]=[C:14]([NH2:16])[CH:13]=[CH:12][C:11]=2[O:17][CH3:18])=[CH:4][CH:3]=1.[C:20]([O:24][C:25]([NH:27][CH2:28][C:29]1[CH:30]=[CH:31][C:32]([Cl:38])=[C:33]([CH:37]=1)[C:34](O)=[O:35])=[O:26])([CH3:23])([CH3:22])[CH3:21].CN(C(ON1N=NC2C=CC=CC1=2)=[N+](C)C)C.[B-](F)(F)(F)F>C(Cl)Cl.CCO>[CH3:18][O:17][C:11]1[CH:12]=[CH:13][C:14]([NH:16][C:34](=[O:35])[C:33]2[CH:37]=[C:29]([CH2:28][NH:27][C:25]([O:24][C:20]([CH3:21])([CH3:23])[CH3:22])=[O:26])[CH:30]=[CH:31][C:32]=2[Cl:38])=[CH:15][C:10]=1[C:9]([NH:8][C:5]1[CH:4]=[CH:3][C:2]([Br:1])=[CH:7][CH:6]=1)=[O:19] |f:2.3,4.5|. Reported procedure: Prepared analogously to Example 4c from N-(4-bromophenyl)-2-methoxy-5-amino-benzoic acid amide and 5-(tert.butoxycarbonylamino)methyl-2-chloro benzoic acid with TBTU and TEA. Yield: (85%). MS [m+H]+=588 (Br/Cl-isotope pattern); TLC: Rf=0.60 (silica gel, DCM:EtOH 9:1). The reactants are ClC=1N=C(C2=C(N1)SC(=C2)C=O)N2CCOCC2 (2-Chloro-4-morpholin-4-yl-thieno[2,3-d]pyrimidine-6-carbaldehyde), C(C1=CC=CC=C1)N(C1CCNCC1)C (benzyl-methyl-piperidin-4-yl-amine). The product is C(C1=CC=CC=C1)N(C)C1CCN(CC1)CC1=CC2=C(N=C(N=C2N2CCOCC2)Cl)S1 (benzyl-[1-(2-chloro-4-morpholin-4-yl-thieno[2,3-d]pyrimidin-6-ylmethyl)-piperidin-4-yl]-methyl-amine). Reaction SMILES: [Cl:1][C:2]1[N:3]=[C:4]([N:13]2[CH2:18][CH2:17][O:16][CH2:15][CH2:14]2)[C:5]2[CH:10]=[C:9]([CH:11]=O)[S:8][C:6]=2[N:7]=1.[CH2:19]([N:26]([CH3:33])[CH:27]1[CH2:32][CH2:31][NH:30][CH2:29][CH2:28]1)[C:20]1[CH:25]=[CH:24][CH:23]=[CH:22][CH:21]=1>>[CH2:19]([N:26]([CH:27]1[CH2:28][CH2:29][N:30]([CH2:11][C:9]2[S:8][C:6]3[N:7]=[C:2]([Cl:1])[N:3]=[C:4]([N:13]4[CH2:18][CH2:17][O:16][CH2:15][CH2:14]4)[C:5]=3[CH:10]=2)[CH2:31][CH2:32]1)[CH3:33])[C:20]1[CH:21]=[CH:22][CH:23]=[CH:24][CH:25]=1. Procedure: 2-Chloro-4-morpholin-4-yl-thieno[2,3-d]pyrimidine-6-carbaldehyde was reacted with benzyl-methyl-piperidin-4-yl-amine (hydrochloride salt) using the general reductive amination procedure to yield benzyl-[1-(2-chloro-4-morpholin-4-yl-thieno[2,3-d]pyrimidin-6-ylmethyl)-piperidin-4-yl]-methyl-amine, which was reacted with 2-aminopyrimidine-5-boronic acid, pinacol ester in General Procedure A. Purification on silica yielded 396. NMR (CDCl3); 1.65-1.73 (2H, m), 1.79-1.83 (2H, m), 2.05-2.09 (2H, m), 2....